Task: describe an organic reaction: reactants, conditions, products, and yield. Dataset: the Open Reaction Database (ORD), a public repository of structured organic reaction records Reactants: N#Cc1cc(S(=O)(=O)NCc2ccccc2)ccc1Oc1ccccc1-c1ccccc1, [O-]Cl, ClCCl, Cl, [Na+]. Yields the product N#Cc1cc(S(=O)(=O)Cl)ccc1Oc1ccccc1-c1ccccc1. Reaction SMILES: [CH2:1]([NH:2][S:9](=[O:10])(=[O:11])[c:12]1[cH:13][cH:14][c:15]([O:20][c:21]2[c:22](-[c:27]3[cH:28][cH:29][cH:30][cH:31][cH:32]3)[cH:23][cH:24][cH:25][cH:26]2)[c:16]([C:17]#[N:18])[cH:19]1)[c:3]1[cH:4][cH:5][cH:6][cH:7][cH:8]1.[Cl:34][O-:35].[Cl:37][CH2:38][Cl:39].[ClH:33].[Na+:36]>>[S:9](=[O:10])(=[O:11])([c:12]1[cH:13][cH:14][c:15]([O:20][c:21]2[c:22](-[c:27]3[cH:28][cH:29][cH:30][cH:31][cH:32]3)[cH:23][cH:24][cH:25][cH:26]2)[c:16]([C:17]#[N:18])[cH:19]1)[Cl:33]. Starting materials: Cl.N[C@H]1C[C@@H](CC2=CC(=C(C=C12)Cl)Cl)C(=O)OC (methyl trans-4-amino-6,7-dichloro-1,2,3,4-tetrahydro-2-naphthoate hydrochloride), N (ammonia), N (ammonia). Run in CO (methanol). Product: Cl.N[C@H]1C[C@@H](CC2=CC(=C(C=C12)Cl)Cl)C(=O)N (trans-4-amino-6,7-dichloro-1,2,3,4-tetrahydro-2-naphthalene carboxamide hydrochloride). As a reaction SMILES: Cl.[NH2:2][C@@H:3]1[C:12]2[C:7](=[CH:8][C:9]([Cl:14])=[C:10]([Cl:13])[CH:11]=2)[CH2:6][C@@H:5]([C:15]([O:17]C)=O)[CH2:4]1.[NH3:19]>CO>[ClH:13].[NH2:2][C@@H:3]1[C:12]2[C:7](=[CH:8][C:9]([Cl:14])=[C:10]([Cl:13])[CH:11]=2)[CH2:6][C@@H:5]([C:15]([NH2:19])=[O:17])[CH2:4]1 |f:0.1,4.5|. Procedure: Into a solution of 3.6 g of methyl trans-4-amino-6,7-dichloro-1,2,3,4-tetrahydro-2-naphthoate hydrochloride in 50 ml of methanol and 15 ml of 28% aqueous ammonia, ammonia gas is blown at 30°-40° C. for 8 hours. The solvent is distilled off and water is added. The precipitated crystals are separated by filtration and dissolved in methanol and to the solution is added methanolic hydrochloric acid. Crystals are deposited, separated by suction filtration and recrystallized from methanol to give 1.6 ...